Dataset: the Open Reaction Database (ORD), a public repository of structured organic reaction records. Task: describe an organic reaction: reactants, conditions, products, and yield Reactants: CCOC(C)=O, S=P(c1ccccc1)(c1ccccc1)c1ccccc1. Product: O=P(c1ccccc1)(c1ccccc1)c1ccccc1. RXN SMILES: [CH3:21][CH2:22][O:23][C:24](=[O:25])[CH3:26].[c:1]1([P:7]([c:8]2[cH:9][cH:10][cH:11][cH:12][cH:13]2)([c:14]2[cH:15][cH:16][cH:17][cH:18][cH:19]2)=[S:20])[cH:2][cH:3][cH:4][cH:5][cH:6]1>>[c:1]1([P:7]([c:8]2[cH:9][cH:10][cH:11][cH:12][cH:13]2)([c:14]2[cH:15][cH:16][cH:17][cH:18][cH:19]2)=[O:23])[cH:2][cH:3][cH:4][cH:5][cH:6]1.